The task is: describe an organic reaction: reactants, conditions, products, and yield. This data is from the Open Reaction Database (ORD), a public repository of structured organic reaction records. Reactants: C(=O)(C(F)(F)F)O (TFA), C(C=C)N1C=C(C2=C1C(=NC=1C=CC=CC21)O[C@@H]2C[C@H](N(C2)C(=O)OC(C)(C)C)C(=O)OC)C (1-tert-butyl 2-methyl (2S,4R)-4-[(3-allyl-1-methyl-3H-pyrrolo[2,3-c]quinolin-4-yl)oxy]pyrrolidine-1,2-dicarboxylate). The solvent is C(Cl)Cl (DCM), C1(=CC=CC=C1)C (PhMe). Conditions: time 4 hour. The product is C(C=C)N1C=C(C2=C1C(=NC=1C=CC=CC21)O[C@@H]2C[C@H](NC2)C(=O)OC)C (Methyl (4R)-4-[(3-allyl-1-methyl-3H-pyrrolo[2,3-c]quinolin-4-yl)oxy]-L-prolinate). The yield is 100.0%. As a reaction SMILES: C(O)(C(F)(F)F)=O.[CH2:8]([N:11]1[C:15]2[C:16]([O:24][C@H:25]3[CH2:29][N:28](C(OC(C)(C)C)=O)[C@H:27]([C:37]([O:39][CH3:40])=[O:38])[CH2:26]3)=[N:17][C:18]3[CH:19]=[CH:20][CH:21]=[CH:22][C:23]=3[C:14]=2[C:13]([CH3:41])=[CH:12]1)[CH:9]=[CH2:10]>C(Cl)Cl.C1(C)C=CC=CC=1>[CH2:8]([N:11]1[C:15]2[C:16]([O:24][C@H:25]3[CH2:29][NH:28][C@H:27]([C:37]([O:39][CH3:40])=[O:38])[CH2:26]3)=[N:17][C:18]3[CH:19]=[CH:20][CH:21]=[CH:22][C:23]=3[C:14]=2[C:13]([CH3:41])=[CH:12]1)[CH:9]=[CH2:10]. Reported procedure: TFA (3 mL) was added to a solution of 1-tert-butyl 2-methyl (2S,4R)-4-[(3-allyl-1-methyl-3H-pyrrolo[2,3-c]quinolin-4-yl)oxy]pyrrolidine-1,2-dicarboxylate (1.30 g, 2.79 mmol) in DCM (20 mL). The mixture was stirred for 4 h, then diluted with PhMe and concentrated under reduced pressure. The residue was taken up in EtOAc and washed with saturated aqueous NaHCO3 and brine. The organic phase was dried over Na2SO4 and concentrated to give the title compound (1.02 g, 98%) as an oil that was used witho...